From a dataset of the Open Reaction Database (ORD), a public repository of structured organic reaction records. describe an organic reaction: reactants, conditions, products, and yield Reactants: N1(CCCCC1)C1=C(C=CC=C1)C(CC#C)N (1-(2-piperidino-phenyl)-3-butyn-1-yl-amine), C(C)OC=1C=C(C=CC1C(=O)OCC)CC(=O)O (3-ethoxy-4-ethoxycarbonyl-phenylacetic acid). The product is C(C)OC1=C(C(=O)OCC)C=CC(=C1)CC(=O)NC(CC#C)C1=C(C=CC=C1)N1CCCCC1 (Ethyl 2-ethoxy-4-[N-(1-(2-piperidino-phenyl)-3-butyn-1-yl)-aminocarbonylmethyl]-benzoate). As a reaction SMILES: [N:1]1([C:7]2[CH:12]=[CH:11][CH:10]=[CH:9][C:8]=2[CH:13]([NH2:17])[CH2:14][C:15]#[CH:16])[CH2:6][CH2:5][CH2:4][CH2:3][CH2:2]1.[CH2:18]([O:20][C:21]1[CH:22]=[C:23]([CH2:32][C:33](O)=[O:34])[CH:24]=[CH:25][C:26]=1[C:27]([O:29][CH2:30][CH3:31])=[O:28])[CH3:19]>>[CH2:18]([O:20][C:21]1[CH:22]=[C:23]([CH2:32][C:33]([NH:17][CH:13]([C:8]2[CH:9]=[CH:10][CH:11]=[CH:12][C:7]=2[N:1]2[CH2:6][CH2:5][CH2:4][CH2:3][CH2:2]2)[CH2:14][C:15]#[CH:16])=[O:34])[CH:24]=[CH:25][C:26]=1[C:27]([O:29][CH2:30][CH3:31])=[O:28])[CH3:19]. Reported procedure: Prepared analogously to Example 47 from 1-(2-piperidino-phenyl)-3-butyn-1-yl-amine and 3-ethoxy-4-ethoxycarbonyl-phenylacetic acid. Starting materials: ClC1=CC=C(C=C1)Cl (1,4-dichlorobenzene), aryl halide, [Cl-].[NH4+] (ammonium chloride). Reaction conditions: time 10 minute. Run in C(Cl)(Cl)Cl (chloroform). Reaction SMILES: Cl[C:2]1[CH:7]=[CH:6][C:5](Cl)=[CH:4][CH:3]=1.[Cl-].[NH4+:10]>C(Cl)(Cl)Cl>[CH:3]1[C:4]2[N:10]([C:2]3[CH:7]=[CH:6][C:5]([N:10]4[C:7]5[CH:6]=[CH:5][CH:4]=[CH:3][C:2]=5[C:5]5[C:4]4=[CH:3][CH:2]=[CH:7][CH:6]=5)=[CH:4][CH:3]=3)[C:7]3[C:2](=[CH:3][CH:4]=[CH:5][CH:6]=3)[C:5]=2[CH:6]=[CH:7][CH:2]=1 |f:1.2|. Yields the product C1=CC=CC=2C3=CC=CC=C3N(C12)C1=CC=C(C=C1)N1C2=CC=CC=C2C=2C=CC=CC12 (1,4-bis(N-carbazolyl)benzene). Procedure details: The reaction was conducted for 10 minutes in the same experimental procedures as in Example 16 except for using 1,4-dichlorobenzene (4.6 g, 31.6 mmol, 1.0 equivalent) as an aryl halide. To the reaction mixture was added an aqueous solution of ammonium chloride, and the mixture was poured into chloroform (800 mL). The aqueous layer was separated off, and the organic layer was passed through a silica gel pad and concentrated to remove the excess chloroform under reduced pressure. To the thus-obtai...